This data is from the Open Reaction Database (ORD), a public repository of structured organic reaction records. The task is: describe an organic reaction: reactants, conditions, products, and yield Run at temperature 80 celsius. Procedure: To a stirred solution of (3-methoxyphenyl)phenylacetonitrile (5.2 g, 23 mmol; prepared as described in Preparation 6) in THF (100 mL) was added toluene-4-sulfonic acid (S)-1-benzylpyrrolidin-3-yl ester (7.2 g, 22 mmol), followed by the addition of potassium t-butoxide (4.0 g, 36 mmol). The mixture was heated to 80° C. for 1 hour, then allowed to cool and H2O (10 mL) was added. The mixture was filtered through a pad of Celite®. The mixture was washed with a saturated aqueous NaCl solution (100 mL... RXN SMILES: [CH3:1][O:2][C:3]1[CH:4]=[C:5]([CH:9]([C:12]2[CH:17]=[CH:16][CH:15]=[CH:14][CH:13]=2)[C:10]#[N:11])[CH:6]=[CH:7][CH:8]=1.[CH2:18]([N:25]1[CH2:29][CH2:28][C@H:27](OS(C2C=CC(C)=CC=2)(=O)=O)[CH2:26]1)[C:19]1[CH:24]=[CH:23][CH:22]=[CH:21][CH:20]=1.CC(C)([O-])C.[K+].O>C1COCC1>[CH2:18]([N:25]1[CH2:29][CH2:28][C@@H:27]([C:9]([C:5]2[CH:6]=[CH:7][CH:8]=[C:3]([O:2][CH3:1])[CH:4]=2)([C:12]2[CH:17]=[CH:16][CH:15]=[CH:14][CH:13]=2)[C:10]#[N:11])[CH2:26]1)[C:19]1[CH:24]=[CH:23][CH:22]=[CH:21][CH:20]=1 |f:2.3|. The solvent is C1CCOC1 (THF). Isolated yield 77.3%. The reactants are COC=1C=C(C=CC1)C(C#N)C1=CC=CC=C1 ((3-methoxyphenyl)phenylacetonitrile), C(C1=CC=CC=C1)N1C[C@H](CC1)OS(=O)(=O)C1=CC=C(C=C1)C (toluene-4-sulfonic acid (S)-1-benzylpyrrolidin-3-yl ester), O (H2O), CC(C)([O-])C.[K+] (potassium t-butoxide). Product: C(C1=CC=CC=C1)N1C[C@@H](CC1)C(C#N)(C1=CC=CC=C1)C1=CC(=CC=C1)OC (((S)-1-Benzylpyrrolidin-3-yl)(3-methoxyphenyl)phenyl acetonitrile). Reactants: C(C)(C)C1=CC=C2CCCC(C2=C1)C(=O)O (7-isopropyl-1,2,3,4-tetrahydronaphthalene-1-carboxylic acid), C(C)N1N=CC(=C1)CNC1=CC=C(C=C1)C(C)C ([(1-ethylpyrazol-4-yl)methyl](4-isopropylphenyl)amine). Product: C(C)N1N=CC(=C1)CN(C(=O)C1CCCC2=CC=C(C=C12)C(C)C)C1=CC=C(C=C1)C(C)C (N-[(1-ethylpyrazol-4-yl)methyl]-N-(4-isopropylphenyl)-7-isopropyl-1,2,3,4-tetrahydronaphthalene-1-carboxamide). The yield is 68.6%. As a reaction SMILES: [CH:1]([C:4]1[CH:13]=[C:12]2[C:7]([CH2:8][CH2:9][CH2:10][CH:11]2[C:14]([OH:16])=O)=[CH:6][CH:5]=1)([CH3:3])[CH3:2].[CH2:17]([N:19]1[CH:23]=[C:22]([CH2:24][NH:25][C:26]2[CH:31]=[CH:30][C:29]([CH:32]([CH3:34])[CH3:33])=[CH:28][CH:27]=2)[CH:21]=[N:20]1)[CH3:18]>>[CH2:17]([N:19]1[CH:23]=[C:22]([CH2:24][N:25]([C:26]2[CH:27]=[CH:28][C:29]([CH:32]([CH3:33])[CH3:34])=[CH:30][CH:31]=2)[C:14]([CH:11]2[C:12]3[C:7](=[CH:6][CH:5]=[C:4]([CH:1]([CH3:2])[CH3:3])[CH:13]=3)[CH2:8][CH2:9][CH2:10]2)=[O:16])[CH:21]=[N:20]1)[CH3:18]. Procedure: By the reaction and treatment in the same manner as in Example 12 using 7-isopropyl-1,2,3,4-tetrahydronaphthalene-1-carboxylic acid (0.33 g) and [(1-ethylpyrazol-4-yl)methyl](4-isopropylphenyl)amine (0.37 g) as starting materials, N-[(1-ethylpyrazol-4-yl)methyl]-N-(4-isopropylphenyl)-7-isopropyl-1,2,3,4-tetrahydronaphthalene-1-carboxamide (0.46 g) was obtained. Reactants: COc1cc(CO)ccn1, ClC(Cl)Cl, O=S(Cl)Cl. Product: COc1cc(CCl)ccn1. As a reaction SMILES: [CH3:5][O:6][c:7]1[n:8][cH:9][cH:10][c:11]([CH2:13][OH:14])[cH:12]1.[CH:15]([Cl:16])([Cl:17])[Cl:18].[S:1]([Cl:2])([Cl:3])=[O:4]>>[Cl:3][CH2:13][c:11]1[cH:10][cH:9][n:8][c:7]([O:6][CH3:5])[cH:12]1. The reactants are C(=O)(OC(C)(C)C)N[C@@H]([C@@H](C)CC)C(=O)O (N-BOC-L-isoleucine), aqueous solution, [OH-].C(CCC)[N+](CCCC)(CCCC)CCCC (tetrabutylammonium hydroxide), ClCI (chloroiodomethane). The solvent is O1CCOCC1 (dioxane). Reaction conditions: time 15 minute. The product is ClCOC([C@@H](NC(=O)OC(C)(C)C)[C@@H](C)CC)=O (N-BOC-L-isoleucine chloromethyl ester). The yield is 74.3%. As a reaction SMILES: [C:1]([NH:8][C@H:9]([C:14]([OH:16])=[O:15])[C@H:10]([CH2:12][CH3:13])[CH3:11])([O:3][C:4]([CH3:7])([CH3:6])[CH3:5])=[O:2].[OH-].C([N+](CCCC)(CCCC)CCCC)CCC.[Cl:35][CH2:36]I>O1CCOCC1>[Cl:35][CH2:36][O:15][C:14](=[O:16])[C@H:9]([C@H:10]([CH2:12][CH3:13])[CH3:11])[NH:8][C:1]([O:3][C:4]([CH3:5])([CH3:7])[CH3:6])=[O:2] |f:1.2|. Procedure: To a solution of N-BOC-L-isoleucine (23.1 g, 0.1 mol) in dioxane (500 mL), was added dropwise a 40% aqueous solution of tetrabutylammonium hydroxide (65.6 mL, 0.1 mol). After stirring for 15 min, the solution was evaporated to dryness through co-evaporation with dioxane and toluene. The residue was dissolved in dichloromethane (500 mL) and then chloroiodomethane (72.8 mL, 1 mol) was added and the solution was stirred for 6 h at room temperature. The solution was concentrated under reduced pressu...